Dataset: the Open Reaction Database (ORD), a public repository of structured organic reaction records. Task: describe an organic reaction: reactants, conditions, products, and yield Starting materials: CC(C)(C)OC(=O)NCC(C(=O)N1C(=O)OCC1Cc1ccccc1)c1ccc(Cl)cc1, C1CCOC1, COc1ccc(C=O)c(OC)c1, [Na+], [Na+], O, OO, O=S([O-])[O-]. Product: CC(C)(C)OC(=O)NCC(C(=O)O)c1ccc(Cl)cc1. As a reaction SMILES: [CH2:3]([CH:4]1[CH2:5][O:6][C:7](=[O:8])[N:9]1[C:16]([CH:17]([CH2:18][NH:19][C:20]([O:21][C:22]([CH3:23])([CH3:24])[CH3:25])=[O:26])[c:27]1[cH:28][cH:29][c:30]([Cl:33])[cH:31][cH:32]1)=[O:34])[c:10]1[cH:11][cH:12][cH:13][cH:14][cH:15]1.[CH2:53]1[O:54][CH2:55][CH2:56][CH2:57]1.[CH3:35][O:36][c:37]1[cH:38][c:39]([O:40][CH3:41])[cH:42][cH:43][c:44]1[CH:45]=[O:46].[Na+:51].[Na+:52].[OH2:58].[OH:1][OH:2].[S:47]([O-:48])([O-:49])=[O:50]>>[C:16]([CH:17]([CH2:18][NH:19][C:20]([O:21][C:22]([CH3:23])([CH3:24])[CH3:25])=[O:26])[c:27]1[cH:28][cH:29][c:30]([Cl:33])[cH:31][cH:32]1)([OH:34])=[O:36]. Starting materials: CC(=O)[O-], CC(=O)O, ClCCCc1ccccc1CCl, [Na+], O. The product is CC(=O)OCc1ccccc1CCCCl. As a reaction SMILES: [CH3:14][C:15]([O-:16])=[O:17].[CH3:19][C:20](=[O:21])[OH:22].[Cl:1][CH2:2][c:3]1[c:4]([CH2:9][CH2:10][CH2:11][Cl:12])[cH:5][cH:6][cH:7][cH:8]1.[Na+:13].[OH2:18]>>[CH2:2]([c:3]1[c:4]([CH2:9][CH2:10][CH2:11][Cl:12])[cH:5][cH:6][cH:7][cH:8]1)[O:17][C:15]([CH3:14])=[O:16].